From a dataset of the Open Reaction Database (ORD), a public repository of structured organic reaction records. describe an organic reaction: reactants, conditions, products, and yield The reactants are CCN(C(C)C)C(C)C, O=CCCc1cc(-c2ccc(Cl)cc2)n(-c2ccccc2)n1, Clc1ccc(N2CCNCC2)cc1. Yields the product Clc1ccc(-c2cc(CCCN3CCN(c4ccc(Cl)cc4)CC3)nn2-c2ccccc2)cc1. RXN SMILES: [CH:36]([N:37]([CH2:38][CH3:39])[CH:40]([CH3:41])[CH3:42])([CH3:43])[CH3:44].[Cl:1][c:2]1[cH:3][cH:4][c:5](-[c:8]2[cH:9][c:10]([CH2:19][CH2:20][CH:21]=[O:22])[n:11][n:12]2-[c:13]2[cH:14][cH:15][cH:16][cH:17][cH:18]2)[cH:6][cH:7]1.[Cl:23][c:24]1[cH:25][cH:26][c:27]([N:30]2[CH2:31][CH2:32][NH:33][CH2:34][CH2:35]2)[cH:28][cH:29]1>>[Cl:1][c:2]1[cH:3][cH:4][c:5](-[c:8]2[cH:9][c:10]([CH2:19][CH2:20][CH2:21][N:33]3[CH2:32][CH2:31][N:30]([c:27]4[cH:26][cH:25][c:24]([Cl:23])[cH:29][cH:28]4)[CH2:35][CH2:34]3)[n:11][n:12]2-[c:13]2[cH:14][cH:15][cH:16][cH:17][cH:18]2)[cH:6][cH:7]1. Reactants: ClC1=NC=NC2=C1C1=C([Se]2)CCCC1 (4-chloro-5,6,7,8-tetrahydrobenzo[1,2-b]pyrimidino[5,4-d]selenophene), NC=1N=C(SC1C#N)SC (4-amino-2-methylthio-thiazole-5-carbonitrile), [OH-].[Na+] (NaOH). Solvent: CN(C)C=O (DMF). Product: CSC=1SC(=C(N1)NC1=NC=NC2=C1C1=C([Se]2)CCCC1)C#N (2-Methylthio-4-(5,6,7,8-tetrahydrobenzo[1,2-b]pyrimidino[5,6-d]selenophen-4-ylamino)-1,3-thiazole-5-carbonitrile). The yield is 80.5%. As a reaction SMILES: Cl[C:2]1[C:7]2[C:8]3[CH2:14][CH2:13][CH2:12][CH2:11][C:9]=3[Se:10][C:6]=2[N:5]=[CH:4][N:3]=1.[NH2:15][C:16]1[N:17]=[C:18]([S:23][CH3:24])[S:19][C:20]=1[C:21]#[N:22].[OH-].[Na+]>CN(C=O)C>[CH3:24][S:23][C:18]1[S:19][C:20]([C:21]#[N:22])=[C:16]([NH:15][C:2]2[C:7]3[C:8]4[CH2:14][CH2:13][CH2:12][CH2:11][C:9]=4[Se:10][C:6]=3[N:5]=[CH:4][N:3]=2)[N:17]=1 |f:2.3|. Procedure details: To a solution of 4-chloro-5,6,7,8-tetrahydrobenzo[1,2-b]pyrimidino[5,4-d]selenophene (250 mg, 0.917 mmol) in DMF (8 mL) was added sequentially 4-amino-2-methylthio-thiazole-5-carbonitrile (235 mg, 1.376 mmol; Thomae, D.; Perspicace, E.; Hesse, S.; Kirsch, G.; Seek, P. Tetrahedron, 2008, 64, 9309-9314) and powdered NaOH (110 mg, 2.751 mmol) at rt. Work-up as described in example 2, gave the product as a yellow color solid (300 mg, 81%), mp 264-266° C. (decomp). 1H NMR (400 MHz, CDCl3): δ 9.72 (1H... Starting materials: [H-].[H-].[H-].[H-].[Li+].[Al+3] (LiAlH4), COC(C1=C(N=C(C=C1OC)C1=C(C=CC=C1CC)CC)C)=O (6-(2,6-diethyl-phenyl)-4-methoxy-2-methyl-nicotinic acid methyl ester), Na2SO4.10H2O. Run in C1CCOC1 (THF). Run at time 2 hour. Product: C(C)C1=C(C(=CC=C1)CC)C1=CC(=C(C(=N1)C)CO)OC ([6-(2,6-diethyl-phenyl)-4-methoxy-2-methyl-pyridin-3-yl]-methanol). As a reaction SMILES: [H-].[H-].[H-].[H-].[Li+].[Al+3].C[O:8][C:9](=O)[C:10]1[C:15]([O:16][CH3:17])=[CH:14][C:13]([C:18]2[C:23]([CH2:24][CH3:25])=[CH:22][CH:21]=[CH:20][C:19]=2[CH2:26][CH3:27])=[N:12][C:11]=1[CH3:28]>C1COCC1>[CH2:26]([C:19]1[CH:20]=[CH:21][CH:22]=[C:23]([CH2:24][CH3:25])[C:18]=1[C:13]1[N:12]=[C:11]([CH3:28])[C:10]([CH2:9][OH:8])=[C:15]([O:16][CH3:17])[CH:14]=1)[CH3:27] |f:0.1.2.3.4.5|. Procedure details: A solution of LiAlH4 (1 M in THF, 1 mL, 1 mmol) is added to a solution of 6-(2,6-diethyl-phenyl)-4-methoxy-2-methyl-nicotinic acid methyl ester (122 mg, 0.39 mmol) in THF (5 mL) at 0° C. The mixture is warmed to room temperature and stirred for 2 hours. The mixture is cooled to 0° C. and Na2SO4.10H2O is added to quench the reaction. The mixture is filtered through Celite and the filtrate is concentrated in vacuo. The crude product is purified by PTLC (hexanes/ethyl acetate 3:1) to give [6-(2,6-d... Starting materials: CCN(CC)CCCl, N=S(=O)(c1ccccc1)c1cccnc1. The product is CCN(CC)CCN=S(=O)(c1ccccc1)c1cccnc1. Reaction SMILES: [CH2:16]([CH3:17])[N:18]([CH2:19][CH2:20][Cl:21])[CH2:22][CH3:23].[c:1]1([S:7](=[O:8])(=[NH:9])[c:10]2[cH:11][n:12][cH:13][cH:14][cH:15]2)[cH:2][cH:3][cH:4][cH:5][cH:6]1>>[c:1]1([S:7](=[O:8])(=[N:9][CH2:20][CH2:19][N:18]([CH2:16][CH3:17])[CH2:22][CH3:23])[c:10]2[cH:11][n:12][cH:13][cH:14][cH:15]2)[cH:2][cH:3][cH:4][cH:5][cH:6]1. Reactants: CN(C=C(C(=O)OCC)C=1C=NC=C(C1)Br)C (Ethyl 3-(dimethylamino)-2-(5-bromopyridin-3-yl)acrylate), N(N)C1=CC(=NC=N1)N1CCOCC1 (4-(6-Hydrazinopyrimidin-4-yl)morpholine), C1(=CC=C(C=C1)S(=O)(=O)O)C (p-toluenesulfonic acid), solution, Cl (hydrogen chloride). The solvent is C(C)O (ethanol), O1CCOCC1 (dioxane). Reaction conditions: time 30 minute. Product: Cl.BrC=1C=C(C=NC1)C=1C(N(NC1)C1=NC=NC(=C1)N1CCOCC1)=O (4-(5-Bromopyridin-3-yl)-2-(6-morpholin-4-ylpyrimidin-4-yl)-1,2-dihydro-3H-pyrazol-3-one hydrochloride). RXN SMILES: C[N:2](C)[CH:3]=[C:4]([C:10]1[CH:11]=[N:12][CH:13]=[C:14]([Br:16])[CH:15]=1)[C:5]([O:7]CC)=O.[NH:18]([C:20]1[N:25]=[CH:24][N:23]=[C:22]([N:26]2[CH2:31][CH2:30][O:29][CH2:28][CH2:27]2)[CH:21]=1)N.C1(C)C=CC(S(O)(=O)=O)=CC=1.[ClH:43]>C(O)C.O1CCOCC1>[ClH:43].[Br:16][C:14]1[CH:15]=[C:10]([C:4]2[C:5](=[O:7])[N:18]([C:20]3[CH:21]=[C:22]([N:26]4[CH2:31][CH2:30][O:29][CH2:28][CH2:27]4)[N:23]=[CH:24][N:25]=3)[NH:2][CH:3]=2)[CH:11]=[N:12][CH:13]=1 |f:6.7|. Reported procedure: At 100° C., 500 mg (1.7 mmol) of the compound from Example 11A, 326 mg (1.7 mmol) of the compound from Example 9A and 58 mg (0.3 mmol) of p-toluenesulfonic acid are stirred in 4 ml of ethanol for 16 h. After cooling to RT, 0.5 ml of a 4 N solution of hydrogen chloride in dioxane is added, and the mixture is stirred at RT for 30 min. The precipitate is filtered off, washed first with ethanol and then with diethyl ether and dried under reduced pressure. RXN SMILES: [C:1]([O:2][C:3](=[O:4])[NH:7][c:8]1[c:9]([NH:19][C:20]([CH2:21][C:22](=[O:5])[c:24]2[cH:25][c:26](-[c:30]3[cH:31][c:32]([CH3:36])[n:33][cH:34][cH:35]3)[cH:27][cH:28][cH:29]2)=[O:37])[cH:10][c:11]([CH3:18])[c:12]([C:14]([F:15])([F:16])[F:17])[cH:13]1)([CH3:6])([CH3:23])[CH3:38].[Cl:46][CH2:47][Cl:48].[F:39][C:40]([F:41])([F:42])[C:43]([OH:44])=[O:45]>>[N:7]1=[C:22]([c:24]2[cH:25][c:26](-[c:30]3[cH:31][c:32]([CH3:36])[n:33][cH:34][cH:35]3)[cH:27][cH:28][cH:29]2)[CH2:21][C:20](=[O:37])[NH:19][c:9]2[c:8]1[cH:13][c:12]([C:14]([F:15])([F:16])[F:17])[c:11]([CH3:18])[cH:10]2. Starting materials: Cc1cc(-c2cccc(C(=O)CC(=O)Nc3cc(C)c(C(F)(F)F)cc3NC(=O)OC(C)(C)C)c2)ccn1, ClCCl, O=C(O)C(F)(F)F. Product: Cc1cc(-c2cccc(C3=Nc4cc(C(F)(F)F)c(C)cc4NC(=O)C3)c2)ccn1.